Dataset: the Open Reaction Database (ORD), a public repository of structured organic reaction records. Task: describe an organic reaction: reactants, conditions, products, and yield The reactants are CC(=O)C1=CC(=C(C=C1)Cl)Cl (3,4-dichloroacetophenone), COC(N(C)C)OC (N,N-dimethylformamide dimethyl acetal). Product: ClC=1C=C(C=CC1Cl)C(C=CN(C)C)=O (3',4'-dichloro-3-dimethylaminoacrylophenone). RXN SMILES: [CH3:1][C:2]([C:4]1[CH:9]=[CH:8][C:7]([Cl:10])=[C:6]([Cl:11])[CH:5]=1)=[O:3].CO[CH:14](OC)[N:15]([CH3:17])[CH3:16]>>[Cl:11][C:6]1[CH:5]=[C:4]([C:2](=[O:3])[CH:1]=[CH:14][N:15]([CH3:17])[CH3:16])[CH:9]=[CH:8][C:7]=1[Cl:10]. Reported procedure: A mixture of 50.0 g of 3,4-dichloroacetophenone and 75 ml of N,N-dimethylformamide dimethyl acetal was heated under reflux for 6 hours, then allowed to cool for 16 hours. The crystalline precipitate was collected by filtration, washed with hexane and dried. The addition of hexane to the above filtrate precipitated some additional product which was collected by filtration. The precipitates were combined, washed with hexane and dried in vacuo to give 55.0 g of 3',4'-dichloro-3-dimethylaminoacrylop...